This data is from the Open Reaction Database (ORD), a public repository of structured organic reaction records. The task is: describe an organic reaction: reactants, conditions, products, and yield As a reaction SMILES: [Na+].[Cl-].[CH:3]([CH:5]([CH2:11][C:12]1C=CC2OCOC=2C=1)[C:6]([O:8][CH2:9][CH3:10])=[O:7])=[O:4].[CH:21]1C=[N+]([C@@H]2O[C@H](COP(OP(OC[C@H]3O[C@@H](N4C5N=CN=C(N)C=5N=C4)[C@H](OP(O)(O)=O)[C@@H]3O)(O)=O)(O)=O)[C@@H](O)[C@H]2O)C=C(C(N)=O)C=1.O=[CH:70][C@@H:71]([C@H:73]([C@@H:75]([C@@H:77]([CH2:79]O)[OH:78])[OH:76])O)O>>[OH:4][CH2:3][C@H:5]([CH2:11][CH2:12][C:71]1[CH:70]=[CH:79][C:77]2[O:78][CH2:21][O:76][C:75]=2[CH:73]=1)[C:6]([O:8][CH2:9][CH3:10])=[O:7] |f:0.1|. Run at temperature 37 celsius, time 18 hour. Product: OC[C@@H](C(=O)OCC)CCC1=CC2=C(C=C1)OCO2 (ethyl (S)-2-(hydroxymethyl)-3-(3,4-methylenedioxybenzyl)-propionate). Reported procedure: Recombinant Escherichia coli HB101 (pTSBG1) (Accession Number: FERM BP-7119) was inoculated in 50 ml of 2× YT medium (containing 1.6% of tripeptone, 1.0% of yeast extract, and 0.5% of NaCl, pH=7.0) sterilized in a 500-ml Sakaguchi Flask and incubated while shaking at 37° C. for 18 hours. To 50 ml of the resultant culture solution, 0.5 g of the ethyl 2-formyl-3-(3,4-methylenedioxyphenyl)-propionate obtained in Example 1, 2.5 mg of NADP, and 0.5 g of glucose were added, and the reaction mixture wa... Run in 2. Reactants: BP-7119, [Na+].[Cl-] (NaCl), C(=O)C(C(=O)OCC)CC1=CC2=C(C=C1)OCO2 (ethyl 2-formyl-3-(3,4-methylenedioxyphenyl)-propionate), C1=CC(=C[N+](=C1)[C@H]2[C@@H]([C@@H]([C@H](O2)COP(=O)(O)OP(=O)(O)OC[C@@H]3[C@H]([C@H]([C@@H](O3)N4C=NC5=C4N=CN=C5N)OP(=O)(O)O)O)O)O)C(=O)N (NADP), O=C[C@H](O)[C@@H](O)[C@H](O)[C@H](O)CO (glucose), ( S ). The reactants are C(C)(=O)NCC1=CC=2C(=C3C=CC(NC3=C(C2)C)=O)O1 (2-(N-Acetylaminomethyl)-6,7-dihydro-5-methylfuro[2,3-f]quinoline-7-one), [OH-].[K+] (KOH). Run in O (water), CO (methanol). Reaction conditions: temperature 90 celsius, time 11 hour. Product: NCC1=CC=2C(=C3C=CC(NC3=C(C2)C)=O)O1 (2-aminomethyl-6,7-dihydro-5-methylfuro[2,3-f]quinoline-7-one). Isolated yield 76.3%. Reaction SMILES: C([NH:4][CH2:5][C:6]1[O:20][C:9]2=[C:10]3[C:15](=[C:16]([CH3:18])[CH:17]=[C:8]2[CH:7]=1)[NH:14][C:13](=[O:19])[CH:12]=[CH:11]3)(=O)C.[OH-].[K+]>CO.O>[NH2:4][CH2:5][C:6]1[O:20][C:9]2=[C:10]3[C:15](=[C:16]([CH3:18])[CH:17]=[C:8]2[CH:7]=1)[NH:14][C:13](=[O:19])[CH:12]=[CH:11]3 |f:1.2|. Reported procedure: 2-(N-Acetylaminomethyl)-6,7-dihydro-5-methylfuro[2,3-f]quinoline-7-one (475 mg) was suspended in methanol (4 mg), to which KOH (1.16 g) in water (1 ml) was added. The mixture was stirred at 90° C. for 11 hours. After completion of the reaction, the solvent was removed under reduced pressure, and water (50 ml) was added. The resulting mixture was made into acidic with 2N-HCl. The aqueous phase was washed with chloroform. Potassium carbonate was added thereto up to definite alkaline pH, followed b... The reactants are Cl.C(C)(=O)OCC (hydrochloric acid ethyl acetate), C(C1=CC=CC=C1)OC(=O)N[C@@H]1[C@@H](CN(CC1)C(=O)OC(C)(C)C)OC (tert-butyl cis(±)-4-{[(benzyloxy)carbonyl]amino}-3-methoxypiperidine-1-carboxylate), ClC=1C=CC(=C(C(=O)OC)C1)[N+](=O)[O-] (Methyl 5-chloro-2-nitrobenzoate), C([O-])([O-])=O.[K+].[K+] (potassium carbonate). Solvent: C(C)(=O)OCC (ethyl acetate), CO (Methanol). Run at time 2 hour. Yields the product C(C1=CC=CC=C1)OC(=O)N[C@@H]1[C@@H](CN(CC1)C=1C=CC(=C(C(=O)OC)C1)[N+](=O)[O-])OC (Methyl cis(±)-5-(4-{[(benzyloxy)carbonyl]amino}-3-methoxypiperidin-1-yl)-2-nitrobenzoate). As a reaction SMILES: Cl.C(OCC)(=O)C.[CH2:8]([O:15][C:16]([NH:18][C@H:19]1[CH2:24][CH2:23][N:22]([C:25](OC(C)(C)C)=O)[CH2:21][C@H:20]1[O:32][CH3:33])=[O:17])[C:9]1[CH:14]=[CH:13][CH:12]=[CH:11][CH:10]=1.ClC1[CH:36]=[CH:37][C:38]([N+:45]([O-:47])=[O:46])=[C:39]([CH:44]=1)[C:40]([O:42][CH3:43])=[O:41].C(=O)([O-])[O-].[K+].[K+]>C(OCC)(=O)C.CO>[CH2:8]([O:15][C:16]([NH:18][C@H:19]1[CH2:24][CH2:23][N:22]([C:25]2[CH:36]=[CH:37][C:38]([N+:45]([O-:47])=[O:46])=[C:39]([CH:44]=2)[C:40]([O:42][CH3:43])=[O:41])[CH2:21][C@H:20]1[O:32][CH3:33])=[O:17])[C:9]1[CH:10]=[CH:11][CH:12]=[CH:13][CH:14]=1 |f:0.1,4.5.6|. Procedure details: Methanol (15 ml) and a 4 N hydrochloric acid/ethyl acetate solution (30 mL) were added to tert-butyl cis(±)-4-{[(benzyloxy)carbonyl]amino}-3-methoxypiperidine-1-carboxylate obtained in Example (40a) (1.5 g, 4.12 mmol), and the mixture was stirred at room temperature for two hours. The reaction solution was concentrated under reduced pressure, azeotropically dehydrated by adding toluene, and dissolved in DMF (10 ml). Methyl 5-chloro-2-nitrobenzoate (900 mg, 4.17 mmol) and potassium carbonate (2.1... Reaction SMILES: [F:1][C:2]1[CH:3]=[CH:4][C:5]([C:25]([F:28])([F:27])[F:26])=[C:6]([C@H:8]2[CH2:12][CH2:11][CH2:10][N:9]2[C:13]2[CH:18]=[CH:17][N:16]3[N:19]=[CH:20][C:21]([C:22]([OH:24])=O)=[C:15]3[N:14]=2)[CH:7]=1.[NH2:29][CH2:30][C@@H:31]([OH:34])[CH2:32][OH:33]>>[OH:34][C@@H:31]([CH2:32][OH:33])[CH2:30][NH:29][C:22]([C:21]1[CH:20]=[N:19][N:16]2[CH:17]=[CH:18][C:13]([N:9]3[CH2:10][CH2:11][CH2:12][C@@H:8]3[C:6]3[CH:7]=[C:2]([F:1])[CH:3]=[CH:4][C:5]=3[C:25]([F:27])([F:28])[F:26])=[N:14][C:15]=12)=[O:24]. Procedure details: Prepared by the method described in Example 1 using (R)-5-(2-(5-fluoro-2-(trifluoromethyl)phenyl)pyrrolidin-1-yl)pyrazolo[1,5-a]pyrimidine-3-carboxylic acid (Preparation M) and (R)-3-aminopropane-1,2-diol. The crude material was purified by reverse phase HPLC (0-60% acetonitrile/water) to provide the title compound (34 mg, 73% yield). MS (apci) m/z=468.1 (M+H). Yields the product O[C@H](CNC(=O)C=1C=NN2C1N=C(C=C2)N2[C@H](CCC2)C2=C(C=CC(=C2)F)C(F)(F)F)CO (N—((R)-2,3-dihydroxypropyl)-5-((R)-2-(5-fluoro-2-(trifluoromethyl)phenyl) pyrrolidin-1-yl)pyrazolo[1,5-a]pyrimidine-3-carboxamide). The yield is 73.0%. Reactants: FC=1C=CC(=C(C1)[C@@H]1N(CCC1)C1=NC=2N(C=C1)N=CC2C(=O)O)C(F)(F)F ((R)-5-(2-(5-fluoro-2-(trifluoromethyl)phenyl)pyrrolidin-1-yl)pyrazolo[1,5-a]pyrimidine-3-carboxylic acid), NC[C@H](CO)O ((R)-3-aminopropane-1,2-diol). Reaction SMILES: [CH2:1]([O:3][C:4](=[O:25])[CH2:5][C:6]1[CH:7]=[C:8]([C:14]2[CH:19]=[C:18]([CH3:20])[CH:17]=[CH:16][C:15]=2[CH2:21][NH:22][CH2:23][CH3:24])[C:9]([O:12][CH3:13])=[CH:10][CH:11]=1)[CH3:2].Cl[C:27]([O:29][CH2:30][C:31]1[CH:36]=[CH:35][C:34]([F:37])=[CH:33][CH:32]=1)=[O:28]>>[CH2:1]([O:3][C:4](=[O:25])[CH2:5][C:6]1[CH:7]=[C:8]([C:14]2[CH:19]=[C:18]([CH3:20])[CH:17]=[CH:16][C:15]=2[CH2:21][N:22]([CH2:23][CH3:24])[C:27]([O:29][CH2:30][C:31]2[CH:36]=[CH:35][C:34]([F:37])=[CH:33][CH:32]=2)=[O:28])[C:9]([O:12][CH3:13])=[CH:10][CH:11]=1)[CH3:2]. Reported procedure: Prepared according to the procedure described in Example 1, Step 6, using the following starting materials: (2′-ethylaminomethyl-6-methoxy-5′-methyl-biphenyl-3-yl)-acetic acid ethyl ester and 4-fluorobenzyl chloroformate. Yields the product C(C)OC(CC=1C=C(C(=CC1)OC)C1=C(C=CC(=C1)C)CN(C(=O)OCC1=CC=C(C=C1)F)CC)=O ((2′-{[Ethyl-(4-fluoro-benzyloxycarbonyl)-amino]-methyl}-6-methoxy-5′-methyl-biphenyl-3-yl)-acetic acid ethyl ester). The reactants are C(C)OC(CC=1C=C(C(=CC1)OC)C1=C(C=CC(=C1)C)CNCC)=O ((2′-ethylaminomethyl-6-methoxy-5′-methyl-biphenyl-3-yl)-acetic acid ethyl ester), ClC(=O)OCC1=CC=C(C=C1)F (4-fluorobenzyl chloroformate). Reactants: C(#N)C=1C=CC(=C(C(=O)OC)C1)OCC1=CC=CC=C1 (methyl 5-cyano-2-[(phenylmethyl)oxy]benzoate), [OH-].[Li+] (lithium hydroxide). Solvent: C1CCOC1 (THF), O (water). Run at time 8 hour. Product: C(#N)C=1C=CC(=C(C(=O)O)C1)OCC1=CC=CC=C1 (5-Cyano-2-[(phenylmethyl)oxy]benzoic acid). Reaction SMILES: [C:1]([C:3]1[CH:4]=[CH:5][C:6]([O:13][CH2:14][C:15]2[CH:20]=[CH:19][CH:18]=[CH:17][CH:16]=2)=[C:7]([CH:12]=1)[C:8]([O:10]C)=[O:9])#[N:2].[OH-].[Li+]>C1COCC1.O>[C:1]([C:3]1[CH:4]=[CH:5][C:6]([O:13][CH2:14][C:15]2[CH:20]=[CH:19][CH:18]=[CH:17][CH:16]=2)=[C:7]([CH:12]=1)[C:8]([OH:10])=[O:9])#[N:2] |f:1.2|. Procedure: To a stirred solution of methyl 5-cyano-2-[(phenylmethyl)oxy]benzoate (may be prepared as described in Description 13; 200 mg, 0.75 mmol) in THF (2 ml) was added a solution of lithium hydroxide (94 mg, 2.25 mmol) in water (8 ml). The reaction mixture was stirred at room temperature overnight. The THF was removed and the mixture was adjusted to pH 7 with 2N HCl. The mixture was filtered and the residue dried to yield the title compound as a yellow solid. 160 mg. The reactants are [Si](C)(C)(C(C)(C)C)O[C@@H]1C[C@H]2C(NC3=C(C(N2C1)=O)C=CC=C3)=O ((2R,11aS)-2-(tert-butyldimethylsilyloxy)-1,2,3,10,11,11a-hexahydro-5H-pyrrolo[2,1-c][1,4]benzodiazepin-5,11-dione), [H-].[Al+3].[Li+].[H-].[H-].[H-] (lithium aluminum hydride), C(C)(=O)OCC (ethyl acetate), [Cl-].[NH4+] (ammonium chloride). Solvent: O1CCCC1 (tetrahydrofuran), O1CCCC1 (tetrahydrofuran). Run at temperature 50 celsius, time 1 hour. The product is [Si](C)(C)(C(C)(C)C)O[C@@H]1C[C@H]2CNC3=C(C(N2C1)=O)C=CC=C3 ((2R,11aS)-2-(t-Butyldimethylsilyloxy)-1,2,3,10,11,11a-Hexahydro-5H-Pyrrolo[2,1-c][1,4]Benzodiazepin-5-One). Isolated yield 55.4%. As a reaction SMILES: [Si:1]([O:8][C@H:9]1[CH2:18][N:17]2[C@H:11]([C:12](=O)[NH:13][C:14]3[CH:23]=[CH:22][CH:21]=[CH:20][C:15]=3[C:16]2=[O:19])[CH2:10]1)([C:4]([CH3:7])([CH3:6])[CH3:5])([CH3:3])[CH3:2].[H-].[Al+3].[Li+].[H-].[H-].[H-].C(OCC)(=O)C.[Cl-].[NH4+]>O1CCCC1>[Si:1]([O:8][C@H:9]1[CH2:18][N:17]2[C@H:11]([CH2:12][NH:13][C:14]3[CH:23]=[CH:22][CH:21]=[CH:20][C:15]=3[C:16]2=[O:19])[CH2:10]1)([C:4]([CH3:7])([CH3:5])[CH3:6])([CH3:3])[CH3:2] |f:1.2.3.4.5.6,8.9|. Procedure: A solution of (2R,11aS)-2-(tert-butyldimethylsilyloxy)-1,2,3,10,11,11a-hexahydro-5H-pyrrolo[2,1-c][1,4]benzodiazepin-5,11-dione (34.6 g) in tetrahydrofuran (100 ml) was dropwise added to a suspension of lithium aluminum hydride (4.2 g) in tetrahydrofuran (200 ml) at 0° C. over 15 minutes in a nitrogen gas atmosphere, followed by stirring at room temperature for one hour and at 50° C. for one hour. After ice-cooling the reaction solution, 30 ml of ethyl acetate and 8 ml of a saturated aqueous amm... The reactants are COc1nn(C)c(=O)n1Cc1cc(Br)ccc1C, CCOC(C)=O, N#Cc1ccc(Cl)cc1, Cl[Ni]Cl, Cl, [Zn], c1ccc(P(c2ccccc2)c2ccccc2)cc1, c1ccncc1. Yields the product COc1nn(C)c(=O)n1Cc1cc(-c2ccc(C#N)cc2)ccc1C. Reaction SMILES: [Br:1][c:2]1[cH:3][cH:4][c:5]([CH3:18])[c:6]([CH2:7][n:8]2[c:9](=[O:16])[n:10]([CH3:15])[n:11][c:12]2[O:13][CH3:14])[cH:17]1.[CH3:58][CH2:59][O:60][C:61](=[O:62])[CH3:63].[Cl:19][c:20]1[cH:21][cH:22][c:23]([C:24]#[N:25])[cH:26][cH:27]1.[Cl:54][Ni:55][Cl:56].[ClH:47].[Zn:57].[c:28]1([P:29]([c:30]2[cH:31][cH:32][cH:33][cH:34][cH:35]2)[c:36]2[cH:37][cH:38][cH:39][cH:40][cH:41]2)[cH:42][cH:43][cH:44][cH:45][cH:46]1.[cH:48]1[cH:49][cH:50][n:51][cH:52][cH:53]1>>[c:2]1(-[c:20]2[cH:21][cH:22][c:23]([C:24]#[N:25])[cH:26][cH:27]2)[cH:3][cH:4][c:5]([CH3:18])[c:6]([CH2:7][n:8]2[c:9](=[O:16])[n:10]([CH3:15])[n:11][c:12]2[O:13][CH3:14])[cH:17]1.